Dataset: the Open Reaction Database (ORD), a public repository of structured organic reaction records. Task: describe an organic reaction: reactants, conditions, products, and yield The reactants are O=C(O)CCCNc1ccc(C(=O)c2ccccc2)cc1, CI, [Na+], O=C([O-])O, CN(C)C=O. Product: CN(CCCC(=O)O)c1ccc(C(=O)c2ccccc2)cc1. Reaction SMILES: [C:1]([c:2]1[cH:3][cH:4][cH:5][cH:6][cH:7]1)(=[O:8])[c:9]1[cH:10][cH:11][c:12]([NH:13][CH2:14][CH2:15][CH2:16][C:17](=[O:18])[OH:19])[cH:20][cH:21]1.[CH3:27][I:28].[Na+:26].[O-:22][C:23]([OH:24])=[O:25].[O:29]=[CH:30][N:31]([CH3:32])[CH3:33]>>[C:1]([c:2]1[cH:3][cH:4][cH:5][cH:6][cH:7]1)(=[O:8])[c:9]1[cH:10][cH:11][c:12]([N:13]([CH2:14][CH2:15][CH2:16][C:17](=[O:18])[OH:19])[CH3:23])[cH:20][cH:21]1. Starting materials: Cc1ccc2cccc(Br)c2c1, ClC(Cl)(Cl)Cl, CC(C)(C#N)N=NC(C)(C)C#N, O=C1CCC(=O)N1Br. Product: BrCc1ccc2cccc(Br)c2c1. Reaction SMILES: [Br:21][c:22]1[cH:23][cH:24][cH:25][c:26]2[cH:27][cH:28][c:29]([CH3:32])[cH:30][c:31]12.[Cl:33][C:34]([Cl:35])([Cl:36])[Cl:37].[N:9]#[C:10][C:11]([N:12]=[N:13][C:14]([C:15]#[N:16])([CH3:17])[CH3:18])([CH3:19])[CH3:20].[O:1]=[C:2]1[N:3]([Br:8])[C:4](=[O:5])[CH2:6][CH2:7]1>>[Br:8][CH2:32][c:29]1[cH:28][cH:27][c:26]2[cH:25][cH:24][cH:23][c:22]([Br:21])[c:31]2[cH:30]1. Starting materials: CC(C)(C)n1nc(Cc2ccc(Cl)cc2)cc1N, C1COCCO1, CC1(C)c2cccc(P(c3ccccc3)c3ccccc3)c2Oc2c(P(c3ccccc3)c3ccccc3)cccc21, CC(C)(C)[O-], O=S(=O)(Nc1nccs1)c1ccc(I)cc1, [Na+], O=C(C=Cc1ccccc1)C=Cc1ccccc1, O=C(C=Cc1ccccc1)C=Cc1ccccc1, O=C(C=Cc1ccccc1)C=Cc1ccccc1, [Pd], [Pd]. Product: CC(C)(C)n1nc(Cc2ccc(Cl)cc2)cc1Nc1ccc(S(=O)(=O)Nc2nccs2)cc1. As a reaction SMILES: [C:59]([CH3:60])([CH3:61])([CH3:62])[n:63]1[n:64][c:65]([CH2:69][c:70]2[cH:71][cH:72][c:73]([Cl:76])[cH:74][cH:75]2)[cH:66][c:67]1[NH2:68].[CH2:83]1[O:84][CH2:85][CH2:86][O:87][CH2:88]1.[CH3:17][C:18]1([CH3:19])[c:20]2[cH:21][cH:22][cH:23][c:24]([P:25]([c:26]3[cH:27][cH:28][cH:29][cH:30][cH:31]3)[c:32]3[cH:33][cH:34][cH:35][cH:36][cH:37]3)[c:38]2[O:39][c:40]2[c:41]1[cH:42][cH:43][cH:44][c:45]2[P:46]([c:47]1[cH:48][cH:49][cH:50][cH:51][cH:52]1)[c:53]1[cH:54][cH:55][cH:56][cH:57][cH:58]1.[CH3:77][C:78]([CH3:79])([O-:80])[CH3:81].[I:1][c:2]1[cH:3][cH:4][c:5]([S:8](=[O:9])(=[O:10])[NH:11][c:12]2[s:13][cH:14][cH:15][n:16]2)[cH:6][cH:7]1.[Na+:82].[O:109]=[C:110]([CH:111]=[CH:112][c:113]1[cH:114][cH:115][cH:116][cH:117][cH:118]1)[CH:119]=[CH:120][c:121]1[cH:122][cH:123][cH:124][cH:125][cH:126]1.[O:127]=[C:128]([CH:129]=[CH:130][c:131]1[cH:132][cH:133][cH:134][cH:135][cH:136]1)[CH:137]=[CH:138][c:139]1[cH:140][cH:141][cH:142][cH:143][cH:144]1.[O:91]=[C:92]([CH:93]=[CH:94][c:95]1[cH:96][cH:97][cH:98][cH:99][cH:100]1)[CH:101]=[CH:102][c:103]1[cH:104][cH:105][cH:106][cH:107][cH:108]1.[Pd:89].[Pd:90]>>[c:2]1([NH:68][c:67]2[n:63]([C:59]([CH3:60])([CH3:61])[CH3:62])[n:64][c:65]([CH2:69][c:70]3[cH:71][cH:72][c:73]([Cl:76])[cH:74][cH:75]3)[cH:66]2)[cH:3][cH:4][c:5]([S:8](=[O:9])(=[O:10])[NH:11][c:12]2[s:13][cH:14][cH:15][n:16]2)[cH:6][cH:7]1. Starting materials: C1=CC(=CC=C1NN)S(=O)(=O)N.Cl (4-sulfonamidophenylhydrazine hydrochloride), ClC(C(CC(=O)C1=CC(=C(C=C1)OC)F)=O)Cl (4,4-Dichloro-1-(3-fluoro-4-methoxyphenyl)-butane-1,3-dione), O (water). Reported procedure: 4,4-Dichloro-1-(3-fluoro-4-methoxyphenyl)-butane-1,3-dione from Step 2 (2.8 g, 10 mmol) was dissolved in ethanol (100 mL). To the stirred mixture was added 4-sulfonamidophenylhydrazine hydrochloride (2.46 g, 11 mmol) and heated to reflux for 16 hours. The mixture was cooled and water was added until crystals slowly appeared. Filtration yielded a light tan solid (2.7 g, 63%): mp 190-193° C.; 1H NMR (DMSO-d6) 7.84 (d, J=8.4 Hz, 2H), 7.53 (s, 1H), 7.48 (d, J=8.4 Hz, 2H), 7.47 (brs, 2H), 7.3-7.0 (m,... The product is ClC(C1=NN(C(=C1)C1=CC(=C(C=C1)OC)F)C1=CC=C(C=C1)S(=O)(=O)N)Cl (4-[3-(Dichloromethyl)-5-(3-fluoro-4-methoxyphenyl)-1H-pyrazol-1-yl]benzenesulfonamide). RXN SMILES: [Cl:1][CH:2]([Cl:17])[C:3](=O)[CH2:4][C:5]([C:7]1[CH:12]=[CH:11][C:10]([O:13][CH3:14])=[C:9]([F:15])[CH:8]=1)=O.[CH:18]1[C:23]([NH:24][NH2:25])=[CH:22][CH:21]=[C:20]([S:26]([NH2:29])(=[O:28])=[O:27])[CH:19]=1.Cl.O>C(O)C>[Cl:1][CH:2]([Cl:17])[C:3]1[CH:4]=[C:5]([C:7]2[CH:12]=[CH:11][C:10]([O:13][CH3:14])=[C:9]([F:15])[CH:8]=2)[N:24]([C:23]2[CH:18]=[CH:19][C:20]([S:26]([NH2:29])(=[O:28])=[O:27])=[CH:21][CH:22]=2)[N:25]=1 |f:1.2|. The solvent is C(C)O (ethanol). The yield is 62.7%. Product: CC1(COC(OC1)C(C)[C@H]1CC[C@H]2[C@@H]3[C@@H](C=C4C[C@H](C[C@@H]([C@]4(C)[C@H]3CC[C@]12C)OC(N(C)C)=O)OC(NC1=CC=CC=C1)=O)OC(=O)OC)C (20-(5,5-dimethyl-1,3-dioxan-2-yl)-1α-(N,N-dimethylcarbamoyl)oxy-3β-(N-phenylcarbamoyl)oxy-7α-(methoxycarbonyl)oxypregn-5-ene). Starting materials: CC1(COC(OC1)C(C)[C@H]1CC[C@H]2[C@@H]3C=C[C@]4(C[C@H](C[C@@H]([C@]4(C)[C@H]3CC[C@]12C)OC(N(C)C)=O)OC(NC1=CC=CC=C1)=O)O)C (20-(5,5-dimethyl-1,3-dioxan-2-yl)-1α-(N,N-dimethylcarbamoyl)oxy-3β-(N-phenylcarbamoyl)oxypregn-6-en-5α-ol), C(OC)(OC)=O (dimethyl carbonate), C1(=CC=C(C=C1)S(=O)(=O)[O-])C.[NH+]1=CC=CC=C1 (pyridinium p-toluenesulfonate). Reaction SMILES: [CH3:1][C:2]1([CH3:46])[CH2:7][O:6][CH:5]([CH:8]([C@@H:10]2[C@:27]3([CH3:28])[C@H:13]([C@H:14]4[C@H:24]([CH2:25][CH2:26]3)[C@:22]3([CH3:23])[C@:17](O)([CH2:18][C@@H:19]([O:35][C:36](=[O:44])[NH:37][C:38]5[CH:43]=[CH:42][CH:41]=[CH:40][CH:39]=5)[CH2:20][C@@H:21]3[O:29][C:30](=[O:34])[N:31]([CH3:33])[CH3:32])[CH:16]=C4)[CH2:12][CH2:11]2)[CH3:9])[O:4][CH2:3]1.C1(C)C=CC(S([O-])(=O)=O)=CC=1.[NH+]1C=CC=CC=1.[C:64](=[O:69])([O:67][CH3:68])[O:65][CH3:66]>>[CH3:46][C:2]1([CH3:1])[CH2:3][O:4][CH:5]([CH:8]([C@@H:10]2[C@:27]3([CH3:28])[C@H:13]([C@H:14]4[C@H:24]([CH2:25][CH2:26]3)[C@:22]3([CH3:23])[C:17]([CH2:18][C@@H:19]([O:35][C:36](=[O:44])[NH:37][C:38]5[CH:39]=[CH:40][CH:41]=[CH:42][CH:43]=5)[CH2:20][C@@H:21]3[O:29][C:30](=[O:34])[N:31]([CH3:33])[CH3:32])=[CH:16][C@H:66]4[O:65][C:64]([O:67][CH3:68])=[O:69])[CH2:12][CH2:11]2)[CH3:9])[O:6][CH2:7]1 |f:1.2|. Run at time 10 hour. Procedure: In 10 ml of dimethyl carbonate was dissolved 350 mg of 20-(5,5-dimethyl-1,3-dioxan-2-yl)-1α-(N,N-dimethylcarbamoyl)oxy-3β-(N-phenylcarbamoyl)oxypregn-6-en-5α-ol, followed by addition of 50 mg of pyridinium p-toluenesulfonate. The mixture was stirred in an atmosphere of argon gas at room temperature for 10 hours. The reaction mixture was then worked up in the same manner as Example 132 to give 150 mg of 20-(5,5-dimethyl-1,3-dioxan-2-yl)-1α-(N,N-dimethylcarbamoyl)oxy-3β-(N-phenylcarbamoyl)oxy-7α-(...